This data is from the Open Reaction Database (ORD), a public repository of structured organic reaction records. The task is: describe an organic reaction: reactants, conditions, products, and yield The reactants are OC=1C(=CC=C2C=CC=NC12)C(=O)O (8-hydroxyquinoline-7-carboxylic acid), Cl.NCC#N (aminoacetonitrile HCl), C=1C=CC2=C(C1)N=NN2O (HOBt), ice H2O, CCN=C=NCCCN(C)C.Cl (EDC.HCl). Run in CN(C=O)C (dimethylformamide), C(C)N(CC)CC (triethylamine), O (H2O). Run at time 2 day. Yields the product C(#N)CNC(=O)C1=CC=C2C=CC=NC2=C1O (N-(cyanomethyl)-8-hydroxy-7-quinolinecarboxamide). Reaction SMILES: [OH:1][C:2]1[C:3]([C:12]([OH:14])=O)=[CH:4][CH:5]=[C:6]2[C:11]=1[N:10]=[CH:9][CH:8]=[CH:7]2.Cl.[NH2:16][CH2:17][C:18]#[N:19].CCN=C=NCCCN(C)C.Cl.C1C=CC2N(O)N=NC=2C=1>CN(C)C=O.O.C(N(CC)CC)C>[C:17]([CH2:18][NH:19][C:12]([C:3]1[C:2]([OH:1])=[C:11]2[C:6]([CH:7]=[CH:8][CH:9]=[N:10]2)=[CH:5][CH:4]=1)=[O:14])#[N:16] |f:1.2,3.4|. Reported procedure: 8-hydroxyquinoline-7-carboxylic acid (0.51 g), aminoacetonitrile HCl (0.27 g), and triethylamine (0.38 mL) are dissolved in 10 mL dimethylformamide. EDC.HCl (0.54 g) and HOBt.H2O (0.38 g) are added and the reaction is stirred at room temperature for 2 days. The reaction is poured into 50 mL ice/H2O and stirred. After approximately 30 minutes, a solid is collected and dried. The desired product is recrystallized from ethyl acetate (0.12 g). Starting materials: ClC(=COC=1C=C(CBr)C=CC1)Cl (3(2,2-dichlorovinyloxy)benzyl bromide), C1(=CC=C(C=C1)S(=O)(=O)[O-])C.[Na+] (sodium p-toluene sulphonate), CO (methanol), O (water). The solvent is C1(=CC=CC=C1)C (toluene). Conditions: temperature 50 celsius. Product: ClC(=COC=1C=C(CO)C=CC1)Cl (3(2,2-dichlorovinyloxy)benzyl alcohol). Reaction SMILES: [Cl:1][C:2]([Cl:13])=[CH:3][O:4][C:5]1[CH:6]=[C:7]([CH:10]=[CH:11][CH:12]=1)[CH2:8]Br.C1(C)C=CC(S([O-])(=O)=[O:21])=CC=1.[Na+].CO.O>C1(C)C=CC=CC=1>[Cl:1][C:2]([Cl:13])=[CH:3][O:4][C:5]1[CH:6]=[C:7]([CH:10]=[CH:11][CH:12]=1)[CH2:8][OH:21] |f:1.2|. Reported procedure: A mixture of 3(2,2-dichlorovinyloxy)benzyl bromide (2.8 g), sodium p-toluene sulphonate (2.0 g) and methanol (20 ml) is warmed to 50° C for 1 hour, after which water (20 ml) and toluene (20 ml) is added with agitation. The toluene layer is separated, washed with water and concentrated by evaporation of the solvent under reduced pressure. The concentrate is then added dropwise to a 15% (w/v) aqueous solution of potassium hydroxide (100 ml) and the mixture warmed to 60° C for 1 hour, cooled to the... The reactants are C(CCC)C1=NC=2C(=NC=CC2C)N1CC1=CC=C(C=C1)N1C(=C(C(=C1)Cl)Cl)C#N (2-butyl-3-[4-(3,4-dichloro-2-cyano-1-pyrrolyl)benzyl]-7-methyl-3H-imidazo[4,5-b]pyridine), C[Sn](C)(C)N=[N+]=[N-] (trimethyltin azide), [OH-].[Na+] (sodium hydroxide). Solvent: C=1(C(=CC=CC1)C)C (xylene). Conditions: temperature 120 celsius, time 22 hour. Product: CC1=C2C(=NC=C1)NC=N2 (7-methyl-3H-imidazo[4,5-b]pyridine). Isolated yield 346.7%. RXN SMILES: C([C:5]1[N:14](CC2C=CC(N3C=C(Cl)C(Cl)=C3C#N)=CC=2)[C:8]2=[N:9][CH:10]=[CH:11][C:12]([CH3:13])=[C:7]2[N:6]=1)CCC.C[Sn](N=[N+]=[N-])(C)C.[OH-].[Na+]>C1(C)C(C)=CC=CC=1>[CH3:13][C:12]1[CH:11]=[CH:10][N:9]=[C:8]2[NH:14][CH:5]=[N:6][C:7]=12 |f:2.3|. Procedure: A mixture of 2-butyl-3-[4-(3,4-dichloro-2-cyano-1-pyrrolyl)benzyl]-7-methyl-3H-imidazo[4,5-b]pyridine (490 mg) and trimethyltin azide (690 mg) in xylene (5 ml) was stirred at 120° C. for 22 hours. After cooled to ambient temperature, the mixture was treated with aqueous 1N sodium hydroxide (10 ml) for 4 hours. The suspension was filtered. The filtrate was washed with diisopropyl ether, adjusted to pH 4 with aqueous 1N-hydrochloric acid, and concentrated in vacuo. The residue was purified by colu... Starting materials: C1(=CC=CC=C1)S(=O)(=O)N1C(=CC=2C1=NC=C(C2)C2OC(OC2)(C)C)C(=CC2CCCC2)OS(=O)(=O)C2=CC=C(C=C2)C (toluene-4-sulfonic acid 1-[1-benzenesulfonyl-5-(2,2-dimethyl-[1,3]dioxolan-4-yl)-1H-pyrrolo[2,3-b]pyridin-2-yl]-2-cyclopentyl-vinyl ester), CS(=O)(=O)C1=CC=C(C=C1)B(O)O (4-(methanesulfonyl)phenylboronic acid), C([O-])([O-])=O.[Na+].[Na+] (sodium carbonate). The reagents and catalysts are Cl[Pd]([P](C1=CC=CC=C1)(C2=CC=CC=C2)C3=CC=CC=C3)([P](C4=CC=CC=C4)(C5=CC=CC=C5)C6=CC=CC=C6)Cl (bis(triphenylphosphine)palladium(II) chloride). The solvent is O1CCOCC1 (dioxane). Reaction conditions: temperature 25 celsius. The product is C1(=CC=CC=C1)S(=O)(=O)N1C(=CC=2C1=NC=C(C2)C2OC(OC2)(C)C)C(=CC2CCCC2)C2=CC=C(C=C2)S(=O)(=O)C (1-benzenesulfonyl-2-[2-cyclopentyl-1-(4-methanesulfonyl-phenyl)-vinyl]-5-(2,2-dimethyl-[1,3]dioxolan-4-yl)-1H-pyrrolo[2,3-b]pyridine). Yield: 84.1%. As a reaction SMILES: [C:1]1([S:7]([N:10]2[C:14]3=[N:15][CH:16]=[C:17]([CH:19]4[CH2:23][O:22][C:21]([CH3:25])([CH3:24])[O:20]4)[CH:18]=[C:13]3[CH:12]=[C:11]2[C:26](OS(C2C=CC(C)=CC=2)(=O)=O)=[CH:27][CH:28]2[CH2:32][CH2:31][CH2:30][CH2:29]2)(=[O:9])=[O:8])[CH:6]=[CH:5][CH:4]=[CH:3][CH:2]=1.[CH3:44][S:45]([C:48]1[CH:53]=[CH:52][C:51](B(O)O)=[CH:50][CH:49]=1)(=[O:47])=[O:46].C(=O)([O-])[O-].[Na+].[Na+]>O1CCOCC1.Cl[Pd](Cl)([P](C1C=CC=CC=1)(C1C=CC=CC=1)C1C=CC=CC=1)[P](C1C=CC=CC=1)(C1C=CC=CC=1)C1C=CC=CC=1>[C:1]1([S:7]([N:10]2[C:14]3=[N:15][CH:16]=[C:17]([CH:19]4[CH2:23][O:22][C:21]([CH3:25])([CH3:24])[O:20]4)[CH:18]=[C:13]3[CH:12]=[C:11]2[C:26]([C:51]2[CH:52]=[CH:53][C:48]([S:45]([CH3:44])(=[O:47])=[O:46])=[CH:49][CH:50]=2)=[CH:27][CH:28]2[CH2:32][CH2:31][CH2:30][CH2:29]2)(=[O:9])=[O:8])[CH:6]=[CH:5][CH:4]=[CH:3][CH:2]=1 |f:2.3.4,^1:71,90|. Reported procedure: To a mixture of toluene-4-sulfonic acid 1-[1-benzenesulfonyl-5-(2,2-dimethyl-[1,3]dioxolan-4-yl)-1H-pyrrolo[2,3-b]pyridin-2-yl]-2-cyclopentyl-vinyl ester (620 mg, 1 mmol), bis(triphenylphosphine)palladium(II) chloride (70.1 mg, 0.1 mmol) and 4-(methanesulfonyl)phenylboronic acid (460 mg, 2.3 mmol) in dioxane (6 mL) was added a 2M sodium carbonate solution (1.5 mL) at 25° C. The mixture was subjected to microwave irradiation for 1.5 h at 100° C. The mixture was cooled to 25° C., extracted with et... Reactants: C(C)OC(C1=CC(=C(C=C1)O)CC=C)=O (Ethyl-3-allyl-4-hydroxybenzoate), [OH-].[Na+] (sodium hydroxide), Cl (hydrochloric acid). Solvent: O (water). Conditions: time 18 hour. The product is C(C=C)C=1C=C(C(=O)O)C=CC1O (3-allyl-4-hydroxybenzoic acid). Isolated yield 91.0%. Reaction SMILES: C([O:3][C:4](=[O:15])[C:5]1[CH:10]=[CH:9][C:8]([OH:11])=[C:7]([CH2:12][CH:13]=[CH2:14])[CH:6]=1)C.[OH-].[Na+].Cl>O>[CH2:12]([C:7]1[CH:6]=[C:5]([CH:10]=[CH:9][C:8]=1[OH:11])[C:4]([OH:15])=[O:3])[CH:13]=[CH2:14] |f:1.2|. Procedure: Ethyl-3-allyl-4-hydroxybenzoate (1.03 g) was added to a cold solution of sodium hydroxide pellets (0.8 g) in water (10 ml) and the mixture was stirred for 18 hours. 2N aqueous hydrochloric acid was added to acidify the reaction mixture and to give a solid which was extracted into dichloromethane. The organic phase was separated, washed with water, saturated brine and dried (MgSO4). Evaporation gave 3-allyl-4-hydroxybenzoic acid (0.81 g) as a solid, m.p. 119°-123° C.; microanalysis, found C, 66.1... Starting materials: BrC=1C(=NC=CC1)C#N (3-bromopicolinonitrile), ClC1=CC(=CC=C1)C(=O)OO (meta-chloroperbenzoic acid), Ca(OH)2. The solvent is C(Cl)(Cl)Cl (chloroform). Run at temperature 60 celsius, time 30 minute. Product: BrC=1C(=[N+](C=CC1)[O-])C#N (3-bromo-2-cyanopyridine 1-oxide). RXN SMILES: [Br:1][C:2]1[C:3]([C:8]#[N:9])=[N:4][CH:5]=[CH:6][CH:7]=1.ClC1C=CC=C(C(OO)=[O:18])C=1>C(Cl)(Cl)Cl>[Br:1][C:2]1[C:3]([C:8]#[N:9])=[N+:4]([O-:18])[CH:5]=[CH:6][CH:7]=1. Reported procedure: To a solution of 3-bromopicolinonitrile (1.0 eq.) in chloroform (0.3 M) was added 77% meta-chloroperbenzoic acid (mCPBA) (1.8 eq.) and heated at 60° C. for 2 days. After cooling to room temperature, Ca(OH)2 (2.5 eq.) was added, and the resulting precipitate was stirred for 30 minutes. The precipitate was filtered and washed with 5% methanol in dichloromethane. The filtrate was washed with saturated aqueous NaHCO3 solution. The aqueous layer was extracted several times with 3% methanol in dichlor... Starting materials: CC(C)(C)OC(=O)N1CCC(Oc2ccc(F)cc2)C1, CCO, Cl, C1COCCO1. Yields the product Fc1ccc(OC2CCNC2)cc1. Reaction SMILES: [C:2]([O:3][C:4](=[O:5])[N:9]1[CH2:10][CH:11]([O:14][c:15]2[cH:16][cH:17][c:18]([F:21])[cH:19][cH:20]2)[CH2:12][CH2:13]1)([CH3:6])([CH3:7])[CH3:8].[CH3:28][CH2:29][OH:30].[ClH:1].[O:22]1[CH2:23][CH2:24][O:25][CH2:26][CH2:27]1>>[NH:9]1[CH2:10][CH:11]([O:14][c:15]2[cH:16][cH:17][c:18]([F:21])[cH:19][cH:20]2)[CH2:12][CH2:13]1. Starting materials: COC=1C=C(C=C(C1OC)OC)C1=C(C(=O)OCC)C=CC=C1 (Ethyl 2-(3,4,5-trimethoxyphenyl)benzoate), O (water), S(=O)(=O)([O-])[O-].[Na+].[Na+] (sodium sulfate), [H-].[Al+3].[Li+].[H-].[H-].[H-] (lithium aluminum hydride). The solvent is C1CCOC1 (THF). Conditions: temperature 0 celsius, time 1 hour. The product is COC=1C=C(C=C(C1OC)OC)C1=C(CO)C=CC=C1 (2-(3,4,5-Trimethoxyphenyl)benzyl Alcohol). RXN SMILES: [CH3:1][O:2][C:3]1[CH:4]=[C:5]([C:13]2[CH:23]=[CH:22][CH:21]=[CH:20][C:14]=2[C:15](OCC)=[O:16])[CH:6]=[C:7]([O:11][CH3:12])[C:8]=1[O:9][CH3:10].[H-].[Al+3].[Li+].[H-].[H-].[H-].O.S([O-])([O-])(=O)=O.[Na+].[Na+]>C1COCC1>[CH3:12][O:11][C:7]1[CH:6]=[C:5]([C:13]2[CH:23]=[CH:22][CH:21]=[CH:20][C:14]=2[CH2:15][OH:16])[CH:4]=[C:3]([O:2][CH3:1])[C:8]=1[O:9][CH3:10] |f:1.2.3.4.5.6,8.9.10|. Reported procedure: Ethyl 2-(3,4,5-trimethoxyphenyl)benzoate (655 mg) was dissolved in THF (20 mL), and to the solution lithium aluminum hydride (80 mg) was added at 0° C. under an argon atmosphere. The mixture was stirred at 0° C. for 1 hour as it is. A small amount of water and then sodium sulfate were added to the reaction mixture, and the reaction mixture was filtered through celite. The filtrate was concentrated under reduced pressure, and the resultant crude crystals were recrystallized from ethyl acetate-hex...